describe an organic reaction: reactants, conditions, products, and yield From a dataset of the Open Reaction Database (ORD), a public repository of structured organic reaction records. Reactants: C1(CC1)C=1NN(C(C1)=O)C1=CC=CC=C1 (3-cyclopropyl-1-phenyl-5-pyrazolone), FC(C(C(=O)OC)=O)(F)F (methyl trifluoropyruvate). Solvent: C(Cl)(Cl)Cl (chloroform). Run at temperature 80 celsius, time 2 hour. The product is COC(C(C1=C(NN(C1=O)C1=CC=CC=C1)C1CC1)(C(F)(F)F)O)=O (3-cyclopropyl-α-hydroxy-2,5-dihydro-5-oxo-1-phenyl-α-trifluoromethyl-1H-pyrazole-4-acetic acid methyl ester), solid. As a reaction SMILES: [CH:1]1([C:4]2[NH:5][N:6]([C:10]3[CH:15]=[CH:14][CH:13]=[CH:12][CH:11]=3)[C:7](=[O:9])[CH:8]=2)[CH2:3][CH2:2]1.[F:16][C:17]([F:25])([F:24])[C:18](=[O:23])[C:19]([O:21][CH3:22])=[O:20]>C(Cl)(Cl)Cl>[CH3:22][O:21][C:19](=[O:20])[C:18]([OH:23])([C:17]([F:25])([F:24])[F:16])[C:8]1[C:7](=[O:9])[N:6]([C:10]2[CH:15]=[CH:14][CH:13]=[CH:12][CH:11]=2)[NH:5][C:4]=1[CH:1]1[CH2:3][CH2:2]1. Procedure: To a chloroform solution (5 ml) of 3-cyclopropyl-1-phenyl-5-pyrazolone (100 mg, 0.5 mmol), methyl trifluoropyruvate (78 mg, 0.5 mmol) was added at room temperature and the mixture was stirred at 80° C. for 2 hours. After removing the solvent under reduced pressure, the title compound was obtained as a colorless solid (178 mg).